Dataset: the Open Reaction Database (ORD), a public repository of structured organic reaction records. Task: describe an organic reaction: reactants, conditions, products, and yield The reactants are C(C)(C)(C)OC(N(C)CCOC1=C2C=CN(C2=CC=C1)C1=CC=C(C=C1)NC(=O)NC1=CC(=C(C=C1)Cl)C(F)(F)F)=O ([2-(1-{4-[3-(4-chloro-3-(trifluoromethyl)phenyl)ureido]phenyl}-1H-indol-4-yloxy)ethyl]-methylcarbamic acid tert-butyl ester). Solvent: C(C)OC(C)=O.Cl (hydrogen chloride ethyl acetate). Reaction conditions: time 14 hour. Yields the product Cl.ClC1=C(C=C(C=C1)NC(=O)NC1=CC=C(C=C1)N1C=CC2=C(C=CC=C12)OCCNC)C(F)(F)F (1-(4-chloro-3-(tri-fluoromethyl)phenyl)-3-{4-[4-(2-methylamino-ethoxy)-indol-1-yl]phenyl}urea hydrochloride). Yield: 123.6%. RXN SMILES: C(O[C:6](=O)[N:7]([CH2:9][CH2:10][O:11][C:12]1[CH:20]=[CH:19][CH:18]=[C:17]2[C:13]=1[CH:14]=[CH:15][N:16]2[C:21]1[CH:26]=[CH:25][C:24]([NH:27][C:28]([NH:30][C:31]2[CH:36]=[CH:35][C:34]([Cl:37])=[C:33]([C:38]([F:41])([F:40])[F:39])[CH:32]=2)=[O:29])=[CH:23][CH:22]=1)C)(C)(C)C>C(OC(=O)C)C.Cl>[ClH:37].[Cl:37][C:34]1[CH:35]=[CH:36][C:31]([NH:30][C:28]([NH:27][C:24]2[CH:25]=[CH:26][C:21]([N:16]3[C:17]4[C:13](=[C:12]([O:11][CH2:10][CH2:9][NH:7][CH3:6])[CH:20]=[CH:19][CH:18]=4)[CH:14]=[CH:15]3)=[CH:22][CH:23]=2)=[O:29])=[CH:32][C:33]=1[C:38]([F:41])([F:39])[F:40] |f:1.2,3.4|. Procedure details: In 5 ml of a 4N hydrogen chloride ethyl acetate solution, 200 mg (0.33 mmol) of [2-(1-{4-[3-(4-chloro-3-(trifluoromethyl)phenyl)ureido]phenyl}-1H-indol-4-yloxy)ethyl]-methylcarbamic acid tert-butyl ester was dissolved and the solution was stirred at room temperature for 14 hours. The reaction solution was concentrated under reduced pressure, and then the obtained residue was triturated with ethyl acetate to obtain 110 mg (66%) of 1-(4-chloro-3-(tri-fluoromethyl)phenyl)-3-{4-[4-(2-methylamino-eth... The reactants are CI (MeI), C(C)C1=C(C=C(C=C1)C(=O)N1CCC2(OC3=C(N4C2=CC=C4)C=CC(=C3)CO)CC1)OC ((4-ethyl-3-methoxy-phenyl)-[7′-(hydroxymethyl)spiro[piperidine-4,4′-pyrrolo[2,1-c][1,4]benzoxazine]-1-yl]methanone), [H-].[Na+] (NaH). Run in CN(C)C=O (DMF). Reaction conditions: time 1 hour. The product is C(C)C1=C(C=C(C=C1)C(=O)N1CCC2(CC1)C=1N(C3=C(O2)C=C(C=C3)COC)C=CC1)OC ((4-ethyl-3-methoxyphenyl)(7-(methoxymethyl)spiro[benzo[b]pyrrolo[1,2-d][1,4]oxazine-4,4′-piperidine]1′-yl)methanone). RXN SMILES: [CH3:1]I.[CH2:3]([C:5]1[CH:10]=[CH:9][C:8]([C:11]([N:13]2[CH2:32][CH2:31][C:16]3([C:21]4=[CH:22][CH:23]=[CH:24][N:20]4[C:19]4[CH:25]=[CH:26][C:27]([CH2:29][OH:30])=[CH:28][C:18]=4[O:17]3)[CH2:15][CH2:14]2)=[O:12])=[CH:7][C:6]=1[O:33][CH3:34])[CH3:4].[H-].[Na+]>CN(C=O)C>[CH2:3]([C:5]1[CH:10]=[CH:9][C:8]([C:11]([N:13]2[CH2:14][CH2:15][C:16]3([O:17][C:18]4[CH:28]=[C:27]([CH2:29][O:30][CH3:1])[CH:26]=[CH:25][C:19]=4[N:20]4[CH:24]=[CH:23][CH:22]=[C:21]34)[CH2:31][CH2:32]2)=[O:12])=[CH:7][C:6]=1[O:33][CH3:34])[CH3:4] |f:2.3|. Procedure details: MeI (7.2 μL, 0.12 mmol) was added to a solution of (4-ethyl-3-methoxy-phenyl)-[7′-(hydroxymethyl)spiro[piperidine-4,4′-pyrrolo[2,1-c][1,4]benzoxazine]-1-yl]methanone (50 mg, 0.12 mmol) and NaH (4.6 mg, 0.12 mmol) in DMF (1 mL) and was stirred at room temperature for 1 hour. The reaction was filtered and purified by reverse phase LC-MS (10-99% CH3CN/H2O). Pure fractions were combined and evaporated to yield (4-ethyl-3-methoxyphenyl)(7-(methoxymethyl)spiro[benzo[b]pyrrolo[1,2-d][1,4]oxazine-4,4′-p... Reactants: ClCCl, CC(C)(C)OC(=O)N1CC(F)CC1C(=O)Nc1cnccn1, O=C(O)C(F)(F)F. Yields the product O=C(Nc1cnccn1)C1CC(F)CN1. Reaction SMILES: [Cl:30][CH2:31][Cl:32].[F:1][CH:2]1[CH2:3][CH:4]([C:14]([NH:15][c:16]2[n:17][cH:18][cH:19][n:20][cH:21]2)=[O:22])[N:5]([C:7]([O:8][C:9]([CH3:10])([CH3:11])[CH3:12])=[O:13])[CH2:6]1.[F:23][C:24]([F:25])([F:26])[C:27]([OH:28])=[O:29]>>[F:1][CH:2]1[CH2:3][CH:4]([C:14]([NH:15][c:16]2[n:17][cH:18][cH:19][n:20][cH:21]2)=[O:22])[NH:5][CH2:6]1. Reactants: [N+](=O)([O-])C=1C=C(C=CC1)NC(CCCCCCCCCCCCCCCCC)=O (N-(3-nitrophenyl)octadecanamide). The reagents and catalysts are [Pd] (palladium on carbon). The solvent is C(C)(=O)OCC (ethyl acetate). Run at time 23 hour. Yields the product NC=1C=C(C=CC1)NC(CCCCCCCCCCCCCCCCC)=O (N-(3-aminophenyl)octadecanamide). Yield: 90.3%. Reaction SMILES: [N+:1]([C:4]1[CH:5]=[C:6]([NH:10][C:11](=[O:29])[CH2:12][CH2:13][CH2:14][CH2:15][CH2:16][CH2:17][CH2:18][CH2:19][CH2:20][CH2:21][CH2:22][CH2:23][CH2:24][CH2:25][CH2:26][CH2:27][CH3:28])[CH:7]=[CH:8][CH:9]=1)([O-])=O>[Pd].C(OCC)(=O)C>[NH2:1][C:4]1[CH:5]=[C:6]([NH:10][C:11](=[O:29])[CH2:12][CH2:13][CH2:14][CH2:15][CH2:16][CH2:17][CH2:18][CH2:19][CH2:20][CH2:21][CH2:22][CH2:23][CH2:24][CH2:25][CH2:26][CH2:27][CH3:28])[CH:7]=[CH:8][CH:9]=1. Reported procedure: A mixture of 5.5 g of N-(3-nitrophenyl)octadecanamide and 0.6 g of 10% palladium on carbon in 100 ml of ethyl acetate was shaken under an initial hydrogen pressure of 52 psi until uptake ceased after 23 hours. The catalyst was removed by filtration and the filtrate was concentrated at reduced pressure to a solid which was recrystallized from methanol-water to give 4.6 g (90% yield, mp 98°-102°) of N-(3-aminophenyl)octadecanamide.